Task: describe an organic reaction: reactants, conditions, products, and yield. Dataset: the Open Reaction Database (ORD), a public repository of structured organic reaction records The reactants are C1CCNCC1, Cc1ccccc1, O=C(O)c1ccccc1, O=C1CSC(=O)N1, O=Cc1ccc(OCCN(Cc2ccccc2)c2nc3ccccc3s2)cc1. The product is O=C1NC(=O)C(=Cc2ccc(OCCN(Cc3ccccc3)c3nc4ccccc4s3)cc2)S1. As a reaction SMILES: [CH2:36]1[CH2:37][CH2:38][NH:39][CH2:40][CH2:41]1.[CH3:51][c:52]1[cH:53][cH:54][cH:55][cH:56][cH:57]1.[OH:42][C:43]([c:44]1[cH:45][cH:46][cH:47][cH:48][cH:49]1)=[O:50].[S:29]1[C:30](=[O:35])[NH:31][C:32](=[O:34])[CH2:33]1.[s:1]1[c:2]([N:10]([CH2:11][c:12]2[cH:13][cH:14][cH:15][cH:16][cH:17]2)[CH2:18][CH2:19][O:20][c:21]2[cH:22][cH:23][c:24]([CH:25]=[O:26])[cH:27][cH:28]2)[n:3][c:4]2[c:5]1[cH:6][cH:7][cH:8][cH:9]2>>[s:1]1[c:2]([N:10]([CH2:11][c:12]2[cH:13][cH:14][cH:15][cH:16][cH:17]2)[CH2:18][CH2:19][O:20][c:21]2[cH:22][cH:23][c:24]([CH:25]=[C:33]3[S:29][C:30](=[O:35])[NH:31][C:32]3=[O:34])[cH:27][cH:28]2)[n:3][c:4]2[c:5]1[cH:6][cH:7][cH:8][cH:9]2. Reactants: N1C=C(C2=CC=CC=C12)CCNC1CCC(CC1)(N(C)C)C1=NC=CC=C1 (N′-[2-(1H-indol-3-yl)ethyl]-N,N-dimethyl-1-pyridin-2-yl cyclohexane-1,4-diamine), Cl[Si](C)(C)C (chlorotrimethyl silane), example 1, trihydrochloride. Run in CC(CC)=O (2-butanone). The product is Cl.Cl.Cl.N1C=C(C2=CC=CC=C12)CCNC1CCC(CC1)(N(C)C)C1=NC=CC=C1 (N′-[2-(1H-indol-3-yl)ethyl]-N,N-dimethyl-1-pyridin-2-yl cyclohexane-1,4-diamine trihydrochloride). RXN SMILES: [NH:1]1[C:9]2[C:4](=[CH:5][CH:6]=[CH:7][CH:8]=2)[C:3]([CH2:10][CH2:11][NH:12][CH:13]2[CH2:18][CH2:17][C:16]([C:22]3[CH:27]=[CH:26][CH:25]=[CH:24][N:23]=3)([N:19]([CH3:21])[CH3:20])[CH2:15][CH2:14]2)=[CH:2]1.[Cl:28][Si](C)(C)C>CC(=O)CC>[ClH:28].[ClH:28].[ClH:28].[NH:1]1[C:9]2[C:4](=[CH:5][CH:6]=[CH:7][CH:8]=2)[C:3]([CH2:10][CH2:11][NH:12][CH:13]2[CH2:18][CH2:17][C:16]([C:22]3[CH:27]=[CH:26][CH:25]=[CH:24][N:23]=3)([N:19]([CH3:20])[CH3:21])[CH2:15][CH2:14]2)=[CH:2]1 |f:3.4.5.6|. Reported procedure: The N′-[2-(1H-indol-3-yl)ethyl]-N,N-dimethyl-1-pyridin-2-yl cyclohexane-1,4-diamine obtained according to example 1 (342 mg) was dissolved in 2-butanone (20 ml) and converted to the corresponding trihydrochloride with chlorotrimethyl silane (0.59 ml) (beige-coloured solid; 408 mg). Reactants: O=C([O-])[O-], CCC(C)=O, ClCc1ccc(C=Cc2ccncc2)cc1, [K+], [K+], N#Cc1ccc(O)cc1. As a reaction SMILES: [C:26](=[O:27])([O-:28])[O-:29].[CH3:32][C:33](=[O:34])[CH2:35][CH3:36].[Cl:1][CH2:2][c:3]1[cH:4][cH:5][c:6]([CH:9]=[CH:10][c:11]2[cH:12][cH:13][n:14][cH:15][cH:16]2)[cH:7][cH:8]1.[K+:30].[K+:31].[OH:17][c:18]1[cH:19][cH:20][c:21]([C:24]#[N:25])[cH:22][cH:23]1>>[CH2:2]([c:3]1[cH:4][cH:5][c:6]([CH:9]=[CH:10][c:11]2[cH:12][cH:13][n:14][cH:15][cH:16]2)[cH:7][cH:8]1)[O:17][c:18]1[cH:19][cH:20][c:21]([C:24]#[N:25])[cH:22][cH:23]1. Yields the product N#Cc1ccc(OCc2ccc(C=Cc3ccncc3)cc2)cc1. The product is Nc1ncc(C(F)(F)F)cc1NC(=O)C(Cl)(Cl)Cl. Reactants: O=C(Cl)C(Cl)(Cl)Cl, Nc1cc(C(F)(F)F)cnc1N, C1CCOC1. Reaction SMILES: [Cl:13][C:14]([C:15](=[O:16])[Cl:17])([Cl:18])[Cl:19].[NH2:1][c:2]1[n:3][cH:4][c:5]([C:9]([F:10])([F:11])[F:12])[cH:6][c:7]1[NH2:8].[O:20]1[CH2:21][CH2:22][CH2:23][CH2:24]1>>[NH2:1][c:2]1[n:3][cH:4][c:5]([C:9]([F:10])([F:11])[F:12])[cH:6][c:7]1[NH:8][C:15]([C:14]([Cl:13])([Cl:18])[Cl:19])=[O:16]. Reactants: C1=C(C=CC=2SC3=CC=CC=C3SC12)S(=O)(=O)Cl (thianthrene-2-sulfonyl chloride), C(C)(C)(C)OC([C@@H](N)CC1=CNC2=CC=CC=C12)=O ((L)-tryptophan-t-butyl ester), C1=C(C=CC=2OC3=CC=CC=C3SC12)S(=O)(=O)Cl (phenoxathiine-2-sulfonyl chloride), C(C)(C)(C)OC([C@@H](N)C(C)C)=O ((L)-valine-t-butyl ester). Product: N1C=C(C2=CC=CC=C12)C[C@@H](C(=O)O)NS(=O)(=O)C1=CC=2SC3=CC=CC=C3OC2C=C1 ((S)-3-(1H-indol-3-yl)-2-(phenoxathiine-2-sulfonylamino)-propionic acid). Reaction SMILES: C1C2SC3C(=CC=CC=3)SC=2C=CC=1S(Cl)(=O)=O.[CH:19]1[C:32]2[S:31][C:30]3[C:25](=[CH:26][CH:27]=[CH:28][CH:29]=3)[O:24][C:23]=2[CH:22]=[CH:21][C:20]=1[S:33](Cl)(=[O:35])=[O:34].C(OC(=O)[C@H](C(C)C)N)(C)(C)C.C([O:53][C:54](=[O:67])[C@H:55]([CH2:57][C:58]1[C:66]2[C:61](=[CH:62][CH:63]=[CH:64][CH:65]=2)[NH:60][CH:59]=1)[NH2:56])(C)(C)C>>[NH:60]1[C:61]2[C:66](=[CH:65][CH:64]=[CH:63][CH:62]=2)[C:58]([CH2:57][C@H:55]([NH:56][S:33]([C:20]2[CH:21]=[CH:22][C:23]3[O:24][C:25]4[C:30](=[CH:29][CH:28]=[CH:27][CH:26]=4)[S:31][C:32]=3[CH:19]=2)(=[O:35])=[O:34])[C:54]([OH:67])=[O:53])=[CH:59]1. Reported procedure: When in the procedure of Example 1, Step (b), thianthrene-2-sulfonyl chloride is replaced by phenoxathiine-2-sulfonyl chloride and (L)-valine-t-butyl ester is replaced with (L)-tryptophan-t-butyl ester, (S)-3-(1H-indol-3-yl)-2-(phenoxathiine-2-sulfonylamino)-propionic acid is obtained; mp 120-130° C. Reactants: CC1CN1S(=O)(=O)c1cccc(C(F)(F)F)c1, O=S(=O)(NC(COS(=O)(=O)c1cccc(C(F)(F)F)c1)c1ccc(F)cc1)c1cccc(C(F)(F)F)c1. Yields the product O=S(=O)(c1cccc(C(F)(F)F)c1)N1CC1c1ccc(F)cc1. Reaction SMILES: [CH3:1][CH:2]1[CH2:3][N:4]1[S:5]([c:6]1[cH:7][cH:8][cH:9][c:10]([C:11]([F:12])([F:13])[F:14])[cH:15]1)(=[O:16])=[O:17].[F:18][C:19]([F:20])([F:21])[c:22]1[cH:23][c:24]([S:25]([O:26][CH2:30][CH:31]([NH:32][S:33](=[O:34])(=[O:35])[c:36]2[cH:37][c:38]([C:42]([F:43])([F:44])[F:45])[cH:39][cH:40][cH:41]2)[c:46]2[cH:47][cH:48][c:49]([F:52])[cH:50][cH:51]2)(=[O:27])=[O:28])[cH:29][cH:53][cH:54]1>>[CH2:30]1[CH:31]([c:46]2[cH:47][cH:48][c:49]([F:52])[cH:50][cH:51]2)[N:32]1[S:33](=[O:34])(=[O:35])[c:36]1[cH:37][c:38]([C:42]([F:43])([F:44])[F:45])[cH:39][cH:40][cH:41]1.